This data is from the Open Reaction Database (ORD), a public repository of structured organic reaction records. The task is: describe an organic reaction: reactants, conditions, products, and yield The solvent is CCOCC (ether), CC(C)O (propan-2-ol), ClCCl (dichloromethane). The reactants are Cl (HCl), CN(C(COC1=CC=C(C=C1)CCN(CC(COC1=CC=CC=C1)O)CC1=CC=CC=C1)=O)CC#C (N-methy-N-propargyl 4-[2-(N-benzyl-N-(2-hydroxy-3phenoxypropyl)amino)ethyl]phenoxyacetamide). Procedure details: A solution of N-methy-N-propargyl 4-[2-(N-benzyl-N-(2-hydroxy-3phenoxypropyl)amino)ethyl]phenoxyacetamide (1.0 g) was dissolved in propan-2-ol (70 ml). 10% Palladium on carbon catalyst (0.2 g) was added and the mixture hydrogenated overnight under an atmosphere of hydrogen. The catalyst was separated by filtration through Keiselguhr and the filtrate evaporated under reduced pressure to give an oil. This residue was dissolved in dichloromethane (70 ml) and the pH (as indicated on moist test paper... RXN SMILES: [CH3:1][N:2]([CH2:34][C:35]#[CH:36])[C:3](=[O:33])[CH2:4][O:5][C:6]1[CH:11]=[CH:10][C:9]([CH2:12][CH2:13][N:14](CC2C=CC=CC=2)[CH2:15][CH:16]([OH:25])[CH2:17][O:18][C:19]2[CH:24]=[CH:23][CH:22]=[CH:21][CH:20]=2)=[CH:8][CH:7]=1.[ClH:37]>CC(O)C.[Pd].ClCCl.CCOCC>[ClH:37].[CH3:1][N:2]([CH2:34][C:35]#[CH:36])[C:3](=[O:33])[CH2:4][O:5][C:6]1[CH:7]=[CH:8][C:9]([CH2:12][CH2:13][NH:14][CH2:15][CH:16]([OH:25])[CH2:17][O:18][C:19]2[CH:20]=[CH:21][CH:22]=[CH:23][CH:24]=2)=[CH:10][CH:11]=1 |f:6.7|. The reagents and catalysts are [Pd] (Palladium on carbon). Yields the product Cl.CN(C(COC1=CC=C(C=C1)CCNCC(COC1=CC=CC=C1)O)=O)CC#C (N-methyl-N-propargyl-4-[2-(2-hydroxy-3-phenoxypropylamino)ethyl]-phenoxyacetamide hydrochloride salt). Reactants: CCn1cc(C(=O)O)ccc1=O, CC(N)C(N)(c1ccc(F)cc1)c1ccc(F)nc1. As a reaction SMILES: [CH2:20]([CH3:21])[n:22]1[c:23](=[O:31])[cH:24][cH:25][c:26]([C:28]([OH:29])=[O:30])[cH:27]1.[F:1][c:2]1[cH:3][cH:4][c:5]([C:8]([CH:9]([CH3:10])[NH2:11])([NH2:12])[c:13]2[cH:14][n:15][c:16]([F:19])[cH:17][cH:18]2)[cH:6][cH:7]1>>[F:1][c:2]1[cH:3][cH:4][c:5]([C:8]2([c:13]3[cH:14][n:15][c:16]([F:19])[cH:17][cH:18]3)[CH:9]([CH3:10])[NH:11][C:28]([c:26]3[cH:25][cH:24][c:23](=[O:31])[n:22]([CH2:20][CH3:21])[cH:27]3)=[N:12]2)[cH:6][cH:7]1. The product is CCn1cc(C2=NC(c3ccc(F)cc3)(c3ccc(F)nc3)C(C)N2)ccc1=O. Reactants: C(C)(=O)C=1OC=CC1 (2-acetylfuran), COC(N(C)C)OC (N,N-dimethylformamide dimethylacetal). Conditions: temperature 100 celsius, time 9 hour. The product is CN(C=CC(=O)C=1OC=CC1)C (3-(Dimethylamino)-1-(2-furyl)-2-propen-1-one). Yield: 97.0%. As a reaction SMILES: [C:1]([C:4]1[O:5][CH:6]=[CH:7][CH:8]=1)(=[O:3])[CH3:2].CO[CH:11](OC)[N:12]([CH3:14])[CH3:13]>>[CH3:11][N:12]([CH3:14])[CH:13]=[CH:2][C:1]([C:4]1[O:5][CH:6]=[CH:7][CH:8]=1)=[O:3]. Procedure: A mixture of 2-acetylfuran (25.0 g, 0.227 mmol) and N,N-dimethylformamide dimethylacetal (40 ml) was stirred at 100° C. for 9 hours. After cooling as it was, the reaction solution was concentrated. Diethyl ether and hexane were added to the residue, and the resulting solid was collected by filtration and washed with hexane, to give the title compound (36.5 g, 97%) as a brown solid. Solvent: CCCCCC (hexane), C(C)(=O)OCC (ethyl acetate), [N+](=O)([O-])C (nitromethane). Yields the product CS(=O)(=O)OC1=C2CNC(C2=C(C=C1COC)I)=O (4-methanesulfonyloxy-5-methoxymethyl-7-iodoisoindolinone). Procedure details: In a similar manner to Step 4 of Example 16, 4-methanesulfonyloxy-5-dimethoxymethyl-3-methoxy-7-iodo-2-(1-methyl-1-phenylethyl)isoindolinone (226 mg, 0.393 mmol) was dissolved in nitromethane (5 mL), and the solution was added with trifluoroacetic acid (0.775 mL, 10.1 mmol) and triethylsilane (0.406 mL, 2.51 mmol), followed by stirring at 50° C. for 1 hour. The reaction mixture was added with water, ethyl acetate and hexane. The precipitated solid was collected by filtration and washed with wate... The reactants are O (water), FC(C(=O)O)(F)F (trifluoroacetic acid), C(C)[SiH](CC)CC (triethylsilane), CS(=O)(=O)OC1=C2C(N(C(C2=C(C=C1C(OC)OC)I)=O)C(C)(C1=CC=CC=C1)C)OC (4-methanesulfonyloxy-5-dimethoxymethyl-3-methoxy-7-iodo-2-(1-methyl-1-phenylethyl)isoindolinone). RXN SMILES: [CH3:1][S:2]([O:5][C:6]1[C:14]([CH:15](OC)[O:16][CH3:17])=[CH:13][C:12]([I:20])=[C:11]2[C:7]=1[CH:8](OC)[N:9](C(C)(C1C=CC=CC=1)C)[C:10]2=[O:21])(=[O:4])=[O:3].FC(F)(F)C(O)=O.C([SiH](CC)CC)C.O>[N+](C)([O-])=O.CCCCCC.C(OCC)(=O)C>[CH3:1][S:2]([O:5][C:6]1[C:14]([CH2:15][O:16][CH3:17])=[CH:13][C:12]([I:20])=[C:11]2[C:7]=1[CH2:8][NH:9][C:10]2=[O:21])(=[O:3])=[O:4]. The yield is 72.4%. Run at temperature 50 celsius, time 1 hour. Starting materials: C(#N)CCNC(=O)C1=CC(OC2=C1C=C(C=C2)[N+](=O)[O-])(CF)CF (N-(2-cyanoethyl)-2,2-bis(fluoromethyl)-6-nitro-2H-1-benzopyran-4-carboxamide), COC=1C=CC(=CC1)P2(=S)SP(=S)(S2)C=3C=CC(=CC3)OC (Lawesson's reagent). The solvent is C1=CC=CC=C1 (benzene). The product is C(#N)CCNC(=S)C1=CC(OC2=C1C=C(C=C2)[N+](=O)[O-])(CF)CF (N-(2-cyanoethyl)-2,2-bis(fluoromethyl)-6-nitro-2H-1-benzopyran-4-carbothioamide). The yield is 36.4%. RXN SMILES: [C:1]([CH2:3][CH2:4][NH:5][C:6]([C:8]1[C:13]2[CH:14]=[C:15]([N+:18]([O-:20])=[O:19])[CH:16]=[CH:17][C:12]=2[O:11][C:10]([CH2:23][F:24])([CH2:21][F:22])[CH:9]=1)=O)#[N:2].COC1C=CC(P2(SP(C3C=CC(OC)=CC=3)(=S)S2)=[S:34])=CC=1>C1C=CC=CC=1>[C:1]([CH2:3][CH2:4][NH:5][C:6]([C:8]1[C:13]2[CH:14]=[C:15]([N+:18]([O-:20])=[O:19])[CH:16]=[CH:17][C:12]=2[O:11][C:10]([CH2:23][F:24])([CH2:21][F:22])[CH:9]=1)=[S:34])#[N:2]. Procedure details: A mixture of 0.11 g of N-(2-cyanoethyl)-2,2-bis(fluoromethyl)-6-nitro-2H-1-benzopyran-4-carboxamide and 0.17 g of a Lawesson's reagent and 10 ml of benzene was refluxed with heating for 2 hours. The solvent was distilled and the obtained residue was purified according to silica gel column chromatography (developing solution, MeOH:CH2Cl2 =1:99) and further recrystallyzed by a mixed solvent of ethyl acetate and hexane to obtain 42 mg of N-(2-cyanoethyl)-2,2-bis(fluoromethyl)-6-nitro-2H-1-benzopyra... Starting materials: Br, CC(=O)OC(C)=O, CCOC(C)=O, O=C(NN1CCCNCC1)c1ccc(F)cc1, [Na+], [OH-]. The product is CC(=O)N1CCCN(NC(=O)c2ccc(F)cc2)CC1. RXN SMILES: [BrH:1].[CH3:21][C:22](=[O:23])[O:24][C:25](=[O:26])[CH3:27].[CH3:28][CH2:29][O:30][C:31](=[O:32])[CH3:33].[N:2]1([NH:9][C:10]([c:11]2[cH:12][cH:13][c:14]([F:17])[cH:15][cH:16]2)=[O:18])[CH2:3][CH2:4][NH:5][CH2:6][CH2:7][CH2:8]1.[Na+:20].[OH-:19]>>[N:2]1([NH:9][C:10]([c:11]2[cH:12][cH:13][c:14]([F:17])[cH:15][cH:16]2)=[O:18])[CH2:3][CH2:4][N:5]([C:22]([CH3:21])=[O:23])[CH2:6][CH2:7][CH2:8]1. The reactants are COc1ccc2c(c1)CCC(c1ccccc1)=C2c1ccc(OCCN2CCCC2)nc1, CC(=O)O, [OH-], [OH-], [Pd+2]. Yields the product COc1ccc2c(c1)CCC(c1ccccc1)C2c1ccc(OCCN2CCCC2)nc1. Reaction SMILES: [CH3:1][O:2][c:3]1[cH:4][c:5]2[c:10]([cH:11][cH:12]1)[C:9]([c:13]1[cH:14][cH:15][c:16]([O:19][CH2:20][CH2:21][N:22]3[CH2:23][CH2:24][CH2:25][CH2:26]3)[n:17][cH:18]1)=[C:8]([c:27]1[cH:28][cH:29][cH:30][cH:31][cH:32]1)[CH2:7][CH2:6]2.[CH3:33][C:34](=[O:35])[OH:36].[OH-:37].[OH-:38].[Pd+2:39]>>[CH3:1][O:2][c:3]1[cH:4][c:5]2[c:10]([cH:11][cH:12]1)[CH:9]([c:13]1[cH:14][cH:15][c:16]([O:19][CH2:20][CH2:21][N:22]3[CH2:23][CH2:24][CH2:25][CH2:26]3)[n:17][cH:18]1)[CH:8]([c:27]1[cH:28][cH:29][cH:30][cH:31][cH:32]1)[CH2:7][CH2:6]2. The reactants are C(C)(=O)C1=CC=CC=C1 (acetophenone), Cl (hydrochloric acid), solution, [OH-].[K+] (KOH). Run in CC(C)O (2-propanol), CC(C)O (2-propanol). Run at time 2 hour. Product: C1(=CC=CC=C1)[C@H](C)O ((S)-1-phenylethanol). Isolated yield 84.0%. RXN SMILES: [OH-].[K+].[C:3]([C:6]1[CH:11]=[CH:10][CH:9]=[CH:8][CH:7]=1)(=[O:5])[CH3:4].Cl>CC(O)C>[C:6]1([C@@H:3]([OH:5])[CH3:4])[CH:11]=[CH:10][CH:9]=[CH:8][CH:7]=1 |f:0.1|. Reported procedure: The catalyst solution was added to a degassed 0.1M solution of KOH in 2-propanol, followed by a solution of acetophenone in 2-propanol. The mixture was stirred at ambient temperature under nitrogen for 2 h, then worked up by neutralising with dilute hydrochloric acid and concentrating by vacuum distillation. The residue was diluted with ethyl acetate and washed with an equal volume of saturated aqueous sodium chloride. The organic layer was separated, dried over magnesium sulphate, separated fro...